From a dataset of the Open Reaction Database (ORD), a public repository of structured organic reaction records. describe an organic reaction: reactants, conditions, products, and yield Reactants: CC1=C(C(=CC=C1)C(=O)NC(C)C)NC(=O)C1=CC(=NN1C1=C(C(=O)OC)C=CC=C1)C(F)(F)F (Methyl 2-[5-[[[2-methyl-6-[[(1-methylethyl)amino]carbonyl]phenyl]amino]carbonyl]-3-(trifluoromethyl)-1H-pyrazol-1-yl]benzoate), [BH4-].[Li+] (lithium borohydride). Solvent: O1CCCC1 (tetrahydrofuran). Run at time 8 hour. The product is OCC1=C(C=CC=C1)N1N=C(C=C1C(=O)NC1=C(C=CC=C1C(=O)NC(C)C)C)C(F)(F)F (1-[2-(Hydroxymethyl)phenyl]-N-(2-methyl-6-[[(1-methylethyl)amino]carbonyl]phenyl]-3-(trifluoromethyl)-1H-pyrazole-5-carboxamide). Yield: 42.4%. As a reaction SMILES: [CH3:1][C:2]1[CH:7]=[CH:6][CH:5]=[C:4]([C:8]([NH:10][CH:11]([CH3:13])[CH3:12])=[O:9])[C:3]=1[NH:14][C:15]([C:17]1[N:21]([C:22]2[CH:31]=[CH:30][CH:29]=[CH:28][C:23]=2[C:24](OC)=[O:25])[N:20]=[C:19]([C:32]([F:35])([F:34])[F:33])[CH:18]=1)=[O:16].[BH4-].[Li+]>O1CCCC1>[OH:25][CH2:24][C:23]1[CH:28]=[CH:29][CH:30]=[CH:31][C:22]=1[N:21]1[C:17]([C:15]([NH:14][C:3]2[C:4]([C:8]([NH:10][CH:11]([CH3:12])[CH3:13])=[O:9])=[CH:5][CH:6]=[CH:7][C:2]=2[CH3:1])=[O:16])=[CH:18][C:19]([C:32]([F:34])([F:35])[F:33])=[N:20]1 |f:1.2|. Procedure: To a solution of the ester from Step B (240 mg) in tetrahydrofuran (3 mL) was added a solution of lithium borohydride (2 mL, 2 M in tetrahydrofuran). After being stirred at room temperature overnight, the reaction was quenched with water. The reaction mixture was diluted with 1 N aqueous HCl, extracted with ethyl acetate, washed with brine, dried and concentrated to give a white solid. The solid was washed with ethyl ether (3×2 mL) to give the title compound (96 mg), a product of the present inv... Reactants: CN(C)Cc1ccc(CO)o1, [Cl-], Cl, Cl, NCCS, [Na+]. Yields the product CN(C)Cc1ccc(CSCCN)o1. RXN SMILES: [CH3:7][N:8]([CH3:9])[CH2:10][c:11]1[cH:12][cH:13][c:14]([CH2:15][OH:16])[o:17]1.[Cl-:19].[ClH:1].[ClH:2].[NH2:3][CH2:4][CH2:5][SH:6].[Na+:18]>>[NH2:3][CH2:4][CH2:5][S:6][CH2:15][c:14]1[cH:13][cH:12][c:11]([CH2:10][N:8]([CH3:7])[CH3:9])[o:17]1. The reactants are CC1=C(N=CN1C(C1=CC=CC=C1)(C1=CC=CC=C1)C1=CC=CC=C1)/C=C/C(=O)C1=CC=CC2=CC=CC=C12 ((E)-3-[5-methyl-1-(triphenylmethyl)-1H-imidazol-4-yl]-(1-naphthalenyl)-2-propen-1-one), C1CCOC1 (THF), C(C)(=O)O (acetic acid). Reaction SMILES: [CH3:1][C:2]1[N:6](C(C2C=CC=CC=2)(C2C=CC=CC=2)C2C=CC=CC=2)[CH:5]=[N:4][C:3]=1/[CH:26]=[CH:27]/[C:28]([C:30]1[C:39]2[C:34](=[CH:35][CH:36]=[CH:37][CH:38]=2)[CH:33]=[CH:32][CH:31]=1)=[O:29].C1C[O:43]CC1.[C:45]([OH:48])(=[O:47])[CH3:46]>O>[C:28]([OH:43])(=[O:29])/[CH:30]=[CH:46]\[C:45]([OH:48])=[O:47].[CH3:1][C:2]1[NH:6][CH:5]=[N:4][C:3]=1/[CH:26]=[CH:27]/[C:28]([C:30]1[C:39]2[C:34](=[CH:35][CH:36]=[CH:37][CH:38]=2)[CH:33]=[CH:32][CH:31]=1)=[O:29] |f:4.5|. Product: C(\C=C/C(=O)O)(=O)O.CC1=C(N=CN1)/C=C/C(=O)C1=CC=CC2=CC=CC=C12 ((E)-3-(5-Methyl-1H-imidazol-4-yl)-1-(1-naphthalenyl)-2-propen-1-one maleate). Procedure: A solution of (E)-3-[5-methyl-1-(triphenylmethyl)-1H-imidazol-4-yl]-(1-naphthalenyl)-2-propen-1-one (1.0 g) in a mixture of water (10 ml, THF (10 ml) and acetic acid (10 ml) was heated at reflux under nitrogen for 1 h. The cooled reaction mixture was partitioned between ethyl acetate (100 ml; discarded) and 0.4N hydrochloric acid (2×75 ml). The combined acidic layers were basified with potassium carbonate (to pH8) and extracted with dichloromethane (3×50 ml). The combined dichloromethane extract... Solvent: O (water). Reactants: COc1cccc(S(=O)(=O)Cl)c1, [H-], [Na+], C1CCOC1, O, O=Cc1c[nH]c(-c2ccccc2)n1. Yields the product COc1cccc(S(=O)(=O)n2cc(C=O)nc2-c2ccccc2)c1. Reaction SMILES: [CH3:16][O:17][c:18]1[cH:19][c:20]([S:24](=[O:25])(=[O:26])[Cl:27])[cH:21][cH:22][cH:23]1.[H-:14].[Na+:15].[O:29]1[CH2:30][CH2:31][CH2:32][CH2:33]1.[OH2:28].[c:1]1(-[c:7]2[nH:8][cH:9][c:10]([CH:12]=[O:13])[n:11]2)[cH:2][cH:3][cH:4][cH:5][cH:6]1>>[c:1]1(-[c:7]2[n:8]([S:24]([c:20]3[cH:19][c:18]([O:17][CH3:16])[cH:23][cH:22][cH:21]3)(=[O:25])=[O:26])[cH:9][c:10]([CH:12]=[O:13])[n:11]2)[cH:2][cH:3][cH:4][cH:5][cH:6]1. Starting materials: PdCl2(dppf)(CH2Cl2), BrC=1C(=NC=C(C1)C(NC1=CC=C(C=C1)OC(F)(F)F)=O)N1C[C@@H](CC1)NC(OC(C)(C)C)=O ((R)-tert-butyl (1-(3-bromo-5-((4-(trifluoromethoxy)phenyl)carbamoyl)pyridin-2-yl)pyrrolidin-3-yl)carbamate), N1=CN=CC(=C1)B(O)O (pyrimidin-5-ylboronic acid), C(=O)([O-])[O-].[Na+].[Na+] (Na2CO3). Run in COCCOC (DME). The product is N[C@H]1CN(CC1)C1=NC=C(C(=O)NC2=CC=C(C=C2)OC(F)(F)F)C=C1C=1C=NC=NC1 ((R)-6-(3-Aminopyrrolidin-1-yl)-5-(pyrimidin-5-yl)-N-(4-(trifluoromethoxy)phenyl)nicotinamide). RXN SMILES: Br[C:2]1[C:3]([N:22]2[CH2:26][CH2:25][C@@H:24]([NH:27]C(=O)OC(C)(C)C)[CH2:23]2)=[N:4][CH:5]=[C:6]([C:8](=[O:21])[NH:9][C:10]2[CH:15]=[CH:14][C:13]([O:16][C:17]([F:20])([F:19])[F:18])=[CH:12][CH:11]=2)[CH:7]=1.[N:35]1[CH:40]=[C:39](B(O)O)[CH:38]=[N:37][CH:36]=1.C([O-])([O-])=O.[Na+].[Na+]>COCCOC>[NH2:27][C@@H:24]1[CH2:25][CH2:26][N:22]([C:3]2[C:2]([C:39]3[CH:40]=[N:35][CH:36]=[N:37][CH:38]=3)=[CH:7][C:6]([C:8]([NH:9][C:10]3[CH:11]=[CH:12][C:13]([O:16][C:17]([F:18])([F:20])[F:19])=[CH:14][CH:15]=3)=[O:21])=[CH:5][N:4]=2)[CH2:23]1 |f:2.3.4|. Reported procedure: A mixture of (R)-tert-butyl (1-(3-bromo-5-((4-(trifluoromethoxy)phenyl)carbamoyl)pyridin-2-yl)pyrrolidin-3-yl)carbamate (Stage 93.1, 60 mg, 0.110 mmol), pyrimidin-5-ylboronic acid (21 mg, 0.164 mmol), 2M Na2CO3 (0.2 mL, 0.4 mmol) and DME (4 mL) was flushed with argon. PdCl2(dppf)(CH2Cl2) (10 mg, 0.012 mmol) was added and the mixture was subjected to MW irradiation 140° C. for 30 min. The RM was filtered through a PL-Thiol MP SPE cartridge (StratoSpheres™, 6 mL), the cartridge was washed with MeO...